From a dataset of the Open Reaction Database (ORD), a public repository of structured organic reaction records. describe an organic reaction: reactants, conditions, products, and yield The reactants are FC(F)(F)S(=O)(=O)O (trifluoromethyl sulfonic acid), [H-].[Na+] (sodium hydride), oil, COC(C=1C(O)=C(C=CC1)C)=O (3-methylsalicylic acid methyl ester). Solvent: ClCCl (dichloromethane). Conditions: temperature 0 celsius, time 15 minute. The product is COC(C1=C(C(=CC=C1)C)OS(=O)(=O)C(F)(F)F)=O (3-methyl-2-(trifluoromethylsulfonyloxy)benzoic acid methyl ester). RXN SMILES: [CH3:1][O:2][C:3](=[O:12])[C:4]1[C:5](=[C:7]([CH3:11])[CH:8]=[CH:9][CH:10]=1)[OH:6].[H-].[Na+].[F:15][C:16]([S:19](O)(=[O:21])=[O:20])([F:18])[F:17]>ClCCl>[CH3:1][O:2][C:3](=[O:12])[C:4]1[CH:10]=[CH:9][CH:8]=[C:7]([CH3:11])[C:5]=1[O:6][S:19]([C:16]([F:18])([F:17])[F:15])(=[O:21])=[O:20] |f:1.2|. Reported procedure: In an inert atmosphere, a stirred solution of 3-methylsalicylic acid methyl ester (9.96 g) in dichloromethane (150 mL) cooled in an ice bath, was treated portionwise with 55% sodium hydride dispersion in mineral oil (3.0 g). The mixture was stirred at 0° C. for 15 minutes, then trifluoromethyl sulfonic acid (18.65 mL) was added dropwise over 20 minutes. The cooling bath was removed and the reaction was allowed to proceed for an additional hour. Water (75 mL) was added and the phases were separat...